Dataset: the Open Reaction Database (ORD), a public repository of structured organic reaction records. Task: describe an organic reaction: reactants, conditions, products, and yield Starting materials: NC1=CC2=C(NC(CO2)=O)C=C1 (7-amino-4H-benzo[1,4]oxazine-3-one), ClCC(=O)N1CCC(CC1)CC1=CC=C(C=C1)F (2-chloro-1-[4-(4-fluoro-benzyl)-piperidin-1-yl]-ethanone), C(C)OCC (diethylether). Product: FC1=CC=C(CC2CCN(CC2)C(C=O)NC2=CC3=C(NC(CO3)=O)C=C2)C=C1 (2-[4-(4-Fluoro-benzyl)-piperidin-1-yl]-2-(3-oxo-3,4-dihydro-2H-benzo[1,4]oxazine-7-yl-amino)-ethanone). As a reaction SMILES: [NH2:1][C:2]1[CH:12]=[CH:11][C:5]2[NH:6][C:7](=[O:10])[CH2:8][O:9][C:4]=2[CH:3]=1.Cl[CH2:14][C:15]([N:17]1[CH2:22][CH2:21][CH:20]([CH2:23][C:24]2[CH:29]=[CH:28][C:27]([F:30])=[CH:26][CH:25]=2)[CH2:19][CH2:18]1)=O.C([O:33]CC)C>>[F:30][C:27]1[CH:28]=[CH:29][C:24]([CH2:23][CH:20]2[CH2:21][CH2:22][N:17]([CH:15]([NH:1][C:2]3[CH:12]=[CH:11][C:5]4[NH:6][C:7](=[O:10])[CH2:8][O:9][C:4]=4[CH:3]=3)[CH:14]=[O:33])[CH2:18][CH2:19]2)=[CH:25][CH:26]=1. Procedure details: The title compound is prepared from 7-amino-4H-benzo[1,4]oxazine-3-one and 2-chloro-1-[4-(4-fluoro-benzyl)-piperidin-1-yl]-ethanone (Example 197a) according to the method described in Example 142b. Melting Point: 156-161° C. (diethylether). Reactants: F (hydrogen fluoride), compound ( I ), [N+](=O)([O-])C1=C(C=CC(=C1)Cl)CC(=O)OC (methyl 2-(2-nitro-4-chlorophenyl)acetate), [PH2](=O)[O-].[Na+] (sodium hypophosphite), compound ( I ), N1=CC=CC=C1.F (hydrogen fluoride-pyridine), F (hydrogen fluoride), F (hydrogen fluoride), C([O-])([O-])=O.[Na+].[Na+] (sodium carbonate), N1=CC=CC=C1.F (hydrogen fluoride-pyridine), F (hydrogen fluoride), compound ( I ). Reagents/catalysts: [Pd] (palladium on carbon). The solvent is O (water), [H][H] (hydrogen), compound ( I ), N1=CC=CC=C1 (pyridine). Run at time 3.5 hour. The product is NC1=C(C=C(C(=C1)Cl)F)CC(=O)OC (methyl (2-amino-4-chloro-5-fluorophenyl)acetate). RXN SMILES: [N+:1]([C:4]1[CH:9]=[C:8]([Cl:10])[CH:7]=[CH:6][C:5]=1[CH2:11][C:12]([O:14][CH3:15])=[O:13])([O-])=O.[PH2]([O-])=O.[Na+].N1C=CC=CC=1.[FH:26].F.C(=O)([O-])[O-].[Na+].[Na+]>[Pd].[H][H].N1C=CC=CC=1.O>[NH2:1][C:4]1[CH:9]=[C:8]([Cl:10])[C:7]([F:26])=[CH:6][C:5]=1[CH2:11][C:12]([O:14][CH3:15])=[O:13] |f:1.2,3.4,6.7.8|. Procedure details: The starting compound (I) in Scheme 1 is readily prepared from methyl 2-(2-nitro-4-chlorophenyl)acetate, 5% palladium on carbon, sodium hypophosphite and water, pursuant to the reactions described by Johnstone, et al., Tetrahedron 34, 213, (1978). In step [a] compound (I) is reacted with either hydrogen fluoride-pyridine or anhydrous hydrogen fluoride. In the case of hydrogen fluoridepyridine, compound (I) is dissolved in a minimum amount of pyridine and added to an ice-bath cooled solution of t... Reactants: C12C3C(C(C=C1)CC2)C(=O)OC3=O (bicyclo[2.2.2]-oct-5-en-2,3-dicarboxylic anhydride), [OH-].[Na+] (NaOH). Solvent: CO (MeOH). Reaction conditions: time 1 hour. Product: C12C(C(C(C=C1)C2)C(=O)[O-])C(=O)[O-].[Na+].[Na+] (Disodium bicyclo[2.2.1]hept-5-en-2,3-dicarboxylate). RXN SMILES: [CH:1]12[CH2:8][CH2:7][CH:4](C=[CH:6]1)[CH:3]1[C:9]([O:11][C:12](=[O:13])[CH:2]21)=[O:10].[OH-:14].[Na+:15]>CO>[CH:4]12[CH2:6][CH:1]([CH:8]=[CH:7]1)[CH:2]([C:12]([O-:11])=[O:13])[CH:3]2[C:9]([O-:10])=[O:14].[Na+:15].[Na+:15] |f:1.2,4.5.6|. Procedure: To a suspension of bicyclo[2.2.2]-oct-5-en-2,3-dicarboxylic anhydride (2.01 g, 11.3 mmole) in MeOH (50 mL) was added 1 N aq. NaOH (22.4 mL, 22.4 mmol). The reaction mixture was stirred for 1 hour at room temperature. The solvent was removed in vacuo and the resulting colorless solid was dried: mp>400 C. Reactants: ClCCl, CSc1ccc(C(O)c2cc3cccnc3n2S(=O)(=O)c2ccccc2)cc1C(F)(F)F. Product: CSc1ccc(C(=O)c2cc3cccnc3n2S(=O)(=O)c2ccccc2)cc1C(F)(F)F. As a reaction SMILES: [Cl:33][CH2:34][Cl:35].[c:1]1([S:7](=[O:8])(=[O:9])[n:10]2[c:11]([CH:19]([OH:20])[c:21]3[cH:22][c:23]([C:29]([F:30])([F:31])[F:32])[c:24]([S:27][CH3:28])[cH:25][cH:26]3)[cH:12][c:13]3[c:14]2[n:15][cH:16][cH:17][cH:18]3)[cH:2][cH:3][cH:4][cH:5][cH:6]1>>[c:1]1([S:7](=[O:8])(=[O:9])[n:10]2[c:11]([C:19](=[O:20])[c:21]3[cH:22][c:23]([C:29]([F:30])([F:31])[F:32])[c:24]([S:27][CH3:28])[cH:25][cH:26]3)[cH:12][c:13]3[c:14]2[n:15][cH:16][cH:17][cH:18]3)[cH:2][cH:3][cH:4][cH:5][cH:6]1. Reactants: BrC1=CC=C(C=C1)C1=C(C(=NO1)C)N (5-(4-bromo-phenyl)-3-methyl-isoxazol-4-ylamine), C1=C(C=CC2=CC=CC=C12)C(C)=O (1-naphthalen-2-yl-ethanone). Product: BrC1=CC=C(C=C1)C1=C(C(=NO1)C)NC(C)C1=CC2=CC=CC=C2C=C1 ([5-(4-Bromo-phenyl)-3-methyl-isoxazol-4-yl]-(1-naphthalen-2-yl-ethyl)-amine). Reaction SMILES: [Br:1][C:2]1[CH:7]=[CH:6][C:5]([C:8]2[O:12][N:11]=[C:10]([CH3:13])[C:9]=2[NH2:14])=[CH:4][CH:3]=1.[CH:15]1[C:24]2[C:19](=[CH:20][CH:21]=[CH:22][CH:23]=2)[CH:18]=[CH:17][C:16]=1[C:25](=O)[CH3:26]>>[Br:1][C:2]1[CH:3]=[CH:4][C:5]([C:8]2[O:12][N:11]=[C:10]([CH3:13])[C:9]=2[NH:14][CH:25]([C:16]2[CH:17]=[CH:18][C:19]3[C:24](=[CH:23][CH:22]=[CH:21][CH:20]=3)[CH:15]=2)[CH3:26])=[CH:6][CH:7]=1. Reported procedure: Prepared according to the procedure described in Example 24, Step 1, using 5-(4-bromo-phenyl)-3-methyl-isoxazol-4-ylamine and 1-naphthalen-2-yl-ethanone. Reported procedure: A suspension of Example 49 (310 mg, 522 μmol) in dichloromethane/THF (2.5:1, 9.64 ml) was treated with sodium carbonate (442 mg, 4.17 mmol) and stirred at rt for 30 min. Acetyl chloride (74 μl, 1.04 mmol) was added, and the resulting mixture was stirred at rt for 2 h. After quenching with methanol, the mixture was evaporated, and the residue was purified by preparative RP-HPLC (Reprosil C18, gradient 10-95% acetonitrile/0.1% aq. formic acid) affording 133 mg (45% of th.) of the title compound. RXN SMILES: Cl.Cl.Cl.[NH2:4][C:5]1[C:10]2=[C:11]([C:29]3[S:30][C:31]4[C:37]([O:38][CH3:39])=[CH:36][C:35]([CH3:40])=[CH:34][C:32]=4[CH:33]=3)[C:12]([CH2:21][N:22]3[CH2:27][CH2:26][NH:25][C:24](=[O:28])[CH2:23]3)=[C:13]([CH2:14][N:15]3[CH2:20][CH2:19][NH:18][CH2:17][CH2:16]3)[N:9]2[N:8]=[CH:7][N:6]=1.C(=O)([O-])[O-].[Na+].[Na+].[C:47](Cl)(=[O:49])[CH3:48]>ClCCl.C1COCC1>[C:47]([N:18]1[CH2:17][CH2:16][N:15]([CH2:14][C:13]2[N:9]3[C:10]([C:5]([NH2:4])=[N:6][CH:7]=[N:8]3)=[C:11]([C:29]3[S:30][C:31]4[C:37]([O:38][CH3:39])=[CH:36][C:35]([CH3:40])=[CH:34][C:32]=4[CH:33]=3)[C:12]=2[CH2:21][N:22]2[CH2:27][CH2:26][NH:25][C:24](=[O:28])[CH2:23]2)[CH2:20][CH2:19]1)(=[O:49])[CH3:48] |f:0.1.2.3,4.5.6,8.9|. Solvent: ClCCl.C1CCOC1 (dichloromethane THF). Product: C(C)(=O)N1CCN(CC1)CC1=C(C(=C2C(=NC=NN21)N)C=2SC1=C(C2)C=C(C=C1OC)C)CN1CC(NCC1)=O (4-({7-[(4-Acetylpiperazin-1-yl)methyl]-4-amino-5-(7-methoxy-5-methyl-1-benzothiophen-2-yl)pyrrolo[2,1-f][1,2,4]triazin-6-yl}methyl)piperazin-2-one). Conditions: time 30 minute. The reactants are Cl.Cl.Cl.NC1=NC=NN2C1=C(C(=C2CN2CCNCC2)CN2CC(NCC2)=O)C=2SC1=C(C2)C=C(C=C1OC)C (4-{[4-Amino-5-(7-methoxy-5-methyl-1-benzothiophen-2-yl)-7-(piperazin-1-ylmethyl)pyrrolo-[2,1-f][1,2,4]triazin-6-yl]methyl}piperazin-2-one trihydrochloride), C([O-])([O-])=O.[Na+].[Na+] (sodium carbonate), C(C)(=O)Cl (Acetyl chloride). Reactants: 4, [Cl-].[Al+3].[Cl-].[Cl-] (aluminum chloride), C1(=CC=CC=C1)CC(=O)Cl (phenyl acetyl chloride), ClC1=CC=CC=C1 (chlorobenzene), ice. The solvent is Cl (HCl), Cl (HCl). Run at temperature 55 celsius, time 30 minute. Product: C(C1=CC=CC=C1)C(=O)C1=CC=C(C=C1)Cl (4-chlorophenyl benzyl ketone). As a reaction SMILES: [C:1]1([CH2:7][C:8](Cl)=[O:9])[CH:6]=[CH:5][CH:4]=[CH:3][CH:2]=1.[Cl:11][C:12]1[CH:17]=[CH:16][CH:15]=[CH:14][CH:13]=1.[Cl-].[Al+3].[Cl-].[Cl-]>Cl>[CH2:7]([C:8]([C:15]1[CH:16]=[CH:17][C:12]([Cl:11])=[CH:13][CH:14]=1)=[O:9])[C:1]1[CH:6]=[CH:5][CH:4]=[CH:3][CH:2]=1 |f:2.3.4.5|. Procedure: To a 2 liter 4 necked flask equipped with a mechanical stirrer thermometer, and reflux condensor was added 155 g (1.0 mole) of phenyl acetyl chloride and 500 ml (4.9 mole) of chlorobenzene. A total of 145 g (1.08 mole) of anhydrous aluminum chloride was added portionwise over 10 minutes. The mixture self warmed to 55° C. and evolved HCl gas over the course of the next 30 minutes. The mixture was stirred at about 50° C. for an additional 30 minutes and then poured onto about 500 g of ice and 110 ... Reactants: OCCN(C(=O)C1=NC(=NC(=C1OCC1=CC=CC=C1)O)CC1(CCCC1)C1=CC=CC2=CC=CC=C12)C (5-benzyloxy-6-hydroxy-2-(1-naphthalen-1-yl-cyclopentylmethyl)-pyrimidine-4-carboxylic acid (2-hydroxyethyl)-methyl-amide), [Si](C)(C)(C(C)(C)C)OCCN(C(=O)C1=NC(=NC(=C1OCC1=CC=CC=C1)O)CC1(CCCC1)C1=CC=CC2=CC=CC=C12)C1CCOCC1 (5-benzyloxy-6-hydroxy-2-(1-naphthalen-1-yl-cyclopentylmethyl)-pyrimidine-4-carboxylic acid [2-(tert-butyl-dimethylsilanyloxy)-ethyl]-(tetrahydro-pyran-4-yl)-amide). Product: OCCN(C(=O)C1=NC(=NC(=C1OCC1=CC=CC=C1)O)CC1(CCCC1)C1=CC=CC2=CC=CC=C12)C1CCOCC1 (5-Benzyloxy-6-hydroxy-2-(1-naphthalen-1-yl-cyclopentylmethyl)-pyrimidine-4-carboxylic acid (2-hydroxyethyl)-(tetrahydro-pyran-4-yl)-amide). Reaction SMILES: OCCN(C)C(C1C(OCC2C=CC=CC=2)=C(O)N=C(CC2(C3C4C(=CC=CC=4)C=CC=3)CCCC2)N=1)=O.[Si]([O:46][CH2:47][CH2:48][N:49]([CH:83]1[CH2:88][CH2:87][O:86][CH2:85][CH2:84]1)[C:50]([C:52]1[C:57]([O:58][CH2:59][C:60]2[CH:65]=[CH:64][CH:63]=[CH:62][CH:61]=2)=[C:56]([OH:66])[N:55]=[C:54]([CH2:67][C:68]2([C:73]3[C:82]4[C:77](=[CH:78][CH:79]=[CH:80][CH:81]=4)[CH:76]=[CH:75][CH:74]=3)[CH2:72][CH2:71][CH2:70][CH2:69]2)[N:53]=1)=[O:51])(C(C)(C)C)(C)C>>[OH:46][CH2:47][CH2:48][N:49]([CH:83]1[CH2:84][CH2:85][O:86][CH2:87][CH2:88]1)[C:50]([C:52]1[C:57]([O:58][CH2:59][C:60]2[CH:65]=[CH:64][CH:63]=[CH:62][CH:61]=2)=[C:56]([OH:66])[N:55]=[C:54]([CH2:67][C:68]2([C:73]3[C:82]4[C:77](=[CH:78][CH:79]=[CH:80][CH:81]=4)[CH:76]=[CH:75][CH:74]=3)[CH2:72][CH2:71][CH2:70][CH2:69]2)[N:53]=1)=[O:51]. Reported procedure: This compound was prepared following the same method as described for 5-benzyloxy-6-hydroxy-2-(1-naphthalen-1-yl-cyclopentylmethyl)-pyrimidine-4-carboxylic acid (2-hydroxyethyl)-methyl-amide (351) from 5-benzyloxy-6-hydroxy-2-(1-naphthalen-1-yl-cyclopentylmethyl)-pyrimidine-4-carboxylic acid [2-(tert-butyl-dimethylsilanyloxy)-ethyl]-(tetrahydro-pyran-4-yl)-amide (366) (300 mg, 0.43 mmol). The yield was 140 mg, 56%, of a white solid. Reactants: [N+](=O)([O-])C1=CC=C(C[C@H](N)C(=O)O)C=C1 (p-nitro-L-phenylalanine), Cl (HCl), CO (methanol). Product: Cl.NC(C(=O)OC)CC1=CC=C(C=C1)[N+](=O)[O-] ((+)-Methyl 2-amino-3-(4-nitrophenyl)propionate hydrochloride). RXN SMILES: [N+:1]([C:4]1[CH:15]=[CH:14][C:7]([CH2:8][C@@H:9]([C:11]([OH:13])=[O:12])[NH2:10])=[CH:6][CH:5]=1)([O-:3])=[O:2].[ClH:16].[CH3:17]O>>[ClH:16].[NH2:10][CH:9]([CH2:8][C:7]1[CH:6]=[CH:5][C:4]([N+:1]([O-:3])=[O:2])=[CH:15][CH:14]=1)[C:11]([O:13][CH3:17])=[O:12] |f:3.4|. Reported procedure: A solution of p-nitro-L-phenylalanine (12.6 g) and c.HCl (7.5 g) in methanol (150 ml) was refluxed for 1.5 hours and the solvent then evaporated in vacuo. The residue was triturated with ether and recrystallised from SVM to give the desired product as a off-white solid, [α]25 +15.3° (c=0.55, MeOH).